From a dataset of the Open Reaction Database (ORD), a public repository of structured organic reaction records. describe an organic reaction: reactants, conditions, products, and yield The solvent is ClCCCl (1,2-dichloroethane). Starting materials: FC(C1=C(C=CC=C1)N=C=S)(F)F (2-trifluoromethylphenyl isothiocyanate), ClC1=C(C=CC=C1)C1=NCC=2N(C3=C1C1=C(S3)CNCC1)C(=NN2)C (6-(2-chlorophenyl)-7,8,9,10-tetrahydro-1-methyl-4H-pyrido[4′,3′;4,5]thieno[3,2-f][1,2,4]triazolo[4,3-a][1,4]diazepine). Procedure: A mixture containing 2-trifluoromethylphenyl isothiocyanate (0.82 g, 0.004 mol) and 6-(2-chlorophenyl)-7,8,9,10-tetrahydro-1-methyl-4H-pyrido[4′,3′;4,5]thieno[3,2-f][1,2,4]triazolo[4,3-a][1,4]diazepine (1 g, 0.0027 mol) in 30 ml of 1,2-dichloroethane is agitated for 4 hours and at a temperature close to 20° C. Half the solvent is evaporated off with the rotary evaporator then 10 ml of ether is added. Agitation is carried out for 20 minutes at a temperature close to 20° C. followed by filtering o... RXN SMILES: [F:1][C:2]([F:13])([F:12])[C:3]1[CH:8]=[CH:7][CH:6]=[CH:5][C:4]=1[N:9]=[C:10]=[S:11].[Cl:14][C:15]1[CH:20]=[CH:19][CH:18]=[CH:17][C:16]=1[C:21]1[C:27]2[C:28]3[CH2:34][CH2:33][NH:32][CH2:31][C:29]=3[S:30][C:26]=2[N:25]2[C:35]([CH3:38])=[N:36][N:37]=[C:24]2[CH2:23][N:22]=1>ClCCCl>[Cl:14][C:15]1[CH:20]=[CH:19][CH:18]=[CH:17][C:16]=1[C:21]1[C:27]2[C:28]3[CH2:34][CH2:33][N:32]([C:10](=[S:11])[NH:9][C:4]4[CH:5]=[CH:6][CH:7]=[CH:8][C:3]=4[C:2]([F:12])([F:1])[F:13])[CH2:31][C:29]=3[S:30][C:26]=2[N:25]2[C:35]([CH3:38])=[N:36][N:37]=[C:24]2[CH2:23][N:22]=1. The product is ClC1=C(C=CC=C1)C1=NCC=2N(C3=C1C1=C(S3)CN(CC1)C(NC1=C(C=CC=C1)C(F)(F)F)=S)C(=NN2)C (6-(2-chlorophenyl)-7,10-dihydro-1-methyl-N-(2-trifluoromethylphenyl)-4H-pyrido[4′,3′;4,5]thieno[3,2-f][1,2,4]triazolo[4,3-a][1,4]diazepine-9(8H)-carbothioamide). Conditions: time 4 hour. The reactants are COC(=O)c1cc(-c2ccncc2)ccc1NC(=O)COCC(=O)Nc1ccccc1Cc1ccccc1, C1CCOC1, [Na+], [OH-]. Yields the product O=C(COCC(=O)Nc1ccc(-c2ccncc2)cc1C(=O)O)Nc1ccccc1Cc1ccccc1. As a reaction SMILES: [CH2:1]([c:2]1[c:3]([NH:8][C:9]([CH2:10][O:11][CH2:12][C:13](=[O:14])[NH:15][c:16]2[c:17]([C:18](=[O:19])[O:20][CH3:21])[cH:22][c:23](-[c:26]3[cH:27][cH:28][n:29][cH:30][cH:31]3)[cH:24][cH:25]2)=[O:32])[cH:4][cH:5][cH:6][cH:7]1)[c:33]1[cH:34][cH:35][cH:36][cH:37][cH:38]1.[CH2:41]1[O:42][CH2:43][CH2:44][CH2:45]1.[Na+:40].[OH-:39]>>[CH2:1]([c:2]1[c:3]([NH:8][C:9]([CH2:10][O:11][CH2:12][C:13](=[O:14])[NH:15][c:16]2[c:17]([C:18](=[O:19])[OH:20])[cH:22][c:23](-[c:26]3[cH:27][cH:28][n:29][cH:30][cH:31]3)[cH:24][cH:25]2)=[O:32])[cH:4][cH:5][cH:6][cH:7]1)[c:33]1[cH:34][cH:35][cH:36][cH:37][cH:38]1.